Dataset: the Open Reaction Database (ORD), a public repository of structured organic reaction records. Task: describe an organic reaction: reactants, conditions, products, and yield Conditions: time 2 hour. Solvent: O (water). As a reaction SMILES: [O:1]=[C:2]1[CH2:8][C:7]2[CH:9]=[CH:10][CH:11]=[CH:12][C:6]=2[S:5][C:4]2[CH:13]=[C:14]([CH:17]([CH3:23])[C:18]([O:20]CC)=[O:19])[CH:15]=[CH:16][C:3]1=2.C(O)C.[OH-].[K+].Cl>O>[O:1]=[C:2]1[CH2:8][C:7]2[CH:9]=[CH:10][CH:11]=[CH:12][C:6]=2[S:5][C:4]2[CH:13]=[C:14]([CH:17]([CH3:23])[C:18]([OH:20])=[O:19])[CH:15]=[CH:16][C:3]1=2 |f:2.3|. Starting materials: Cl (hydrochloric acid), O=C1C2=C(SC3=C(C1)C=CC=C3)C=C(C=C2)C(C(=O)OCC)C (ethyl 2-(10,11-dihydro-11-oxo dibenzo[b,f]thiepin-3-yl)-propionate), C(C)O (ethanol), [OH-].[K+] (potassium hydroxide). Procedure: The mixture of 83 mg of ethyl 2-(10,11-dihydro-11-oxo dibenzo[b,f]thiepin-3-yl)-propionate, 0.8 ml of ethanol, 120 mg of potassium hydroxide and 0.8 ml of water was stirred at room temperature for 2 hours. The solvent was distilled off to obtain the residue, which was acidified with hydrochloric acid and the resulting mixture was extracted with ethyl acetate. The extract was washed with saturated sodium chloride solution and dried over anhydrous sodium sulfate. The solvent was distilled off to o... The product is O=C1C2=C(SC3=C(C1)C=CC=C3)C=C(C=C2)C(C(=O)O)C (2-(10,11-dihydro-11-oxo dibenzo[b,f]thiepin-3-yl)-propionic acid). Isolated yield 77.8%. The reactants are [Al+3], O=C(Cl)c1ccccc1, COc1ccc(-c2cc3ccc(OC)cc3s2)cc1, [Cl-], [Cl-], [Cl-], O. Yields the product COc1ccc(-c2sc3cc(OC)ccc3c2C(=O)c2ccccc2)cc1. RXN SMILES: [Al+3:30].[C:20]([c:21]1[cH:22][cH:23][cH:24][cH:25][cH:26]1)(=[O:27])[Cl:28].[CH3:1][O:2][c:3]1[cH:4][cH:5][c:6](-[c:9]2[cH:10][c:11]3[c:12]([s:13]2)[cH:14][c:15]([O:18][CH3:19])[cH:16][cH:17]3)[cH:7][cH:8]1.[Cl-:29].[Cl-:31].[Cl-:32].[OH2:33]>>[CH3:1][O:2][c:3]1[cH:4][cH:5][c:6](-[c:9]2[c:10]([C:20]([c:21]3[cH:22][cH:23][cH:24][cH:25][cH:26]3)=[O:27])[c:11]3[c:12]([s:13]2)[cH:14][c:15]([O:18][CH3:19])[cH:16][cH:17]3)[cH:7][cH:8]1. Reactants: C1(=CC=CC=C1)C(C#C)O (1-phenylprop-2-yn-1-ol), [H-].[Na+] (NaH), BrCC(=O)OC (methyl bromoacetate). The solvent is CN(C=O)C (N,N-dimethylformamide). Run at time 15 minute. Yields the product C1(=CC=CC=C1)C(C#C)OCC(=O)OC (methyl 2-(1-phenylprop-2-ynyloxy)acetate). Isolated yield 41.5%. Reaction SMILES: [H-].[Na+].[C:3]1([CH:9]([OH:12])[C:10]#[CH:11])[CH:8]=[CH:7][CH:6]=[CH:5][CH:4]=1.Br[CH2:14][C:15]([O:17][CH3:18])=[O:16]>CN(C)C=O>[C:3]1([CH:9]([O:12][CH2:14][C:15]([O:17][CH3:18])=[O:16])[C:10]#[CH:11])[CH:8]=[CH:7][CH:6]=[CH:5][CH:4]=1 |f:0.1|. Reported procedure: To a stirred suspension of NaH (60%, 76 mg, 1.89 mmol) in 5 mL of anhydrous N,N-dimethylformamide was added 1-phenylprop-2-yn-1-ol (250 mg, 1.89 mmol). After 15 min at room temperature, methyl bromoacetate (179 μL, 1.89 mmol) was added. The resulting mixture was stirred at room temperature for 90 min before it was quenched with saturated ammonium chloride and extracted with ethyl acetate (2×15 mL). The combined organic layer was washed with brine, dried over Na2SO4, filtered, and concentrated in... Reactants: OC1=C2C(=CC(OC2=CC(=C1)O)=O)CCC (5,7-dihydroxy-4-propyl-coumarin), [N+](=O)([O-])C1=CC=CC=C1 (nitrobenzene), C(C)(=O)OC(C)=O (acetic anhydride). Solvent: ClCCCl (1,2-dichloroethane), ClCCCl (1,2-dichloroethane). Reaction conditions: temperature 75 celsius, time 30 minute. The product is OC1=C2C(=CC(OC2=C(C(=C1)O)C(C)=O)=O)CCC (5,7-dihydroxy-8-acetyl-4-propyl-coumarin). Isolated yield 12.2%. RXN SMILES: [OH:1][C:2]1[CH:11]=[C:10]([OH:12])[CH:9]=[C:8]2[C:3]=1[C:4]([CH2:14][CH2:15][CH3:16])=[CH:5][C:6](=[O:13])[O:7]2.[N+](C1C=CC=CC=1)([O-])=O.[C:26](OC(=O)C)(=[O:28])[CH3:27]>ClCCCl>[OH:1][C:2]1[CH:11]=[C:10]([OH:12])[C:9]([C:26](=[O:28])[CH3:27])=[C:8]2[C:3]=1[C:4]([CH2:14][CH2:15][CH3:16])=[CH:5][C:6](=[O:13])[O:7]2. Procedure details: To a mixture of 5,7-dihydroxy-4-propyl-coumarin (2.06 g 9.36 mmol) and anhydrous AICI3 (2.53 g, 18.7 mmol) was added 1,2-dichloroethane (120 mL). The resulting suspension was heated to 75° C. with vigorous stirring. After 30 minutes of stirring, a brown slurry was obtained, then nitrobenzene was introduced into the mixture resulting in an orange colored solution. A solution of anhydrous AICI3 (2.53 g, 18.7 mmol) and acetic anhydride (0.88 mL, 9.36 mmol) in 1,2-dichloroethane (40 mL) was added dr... Reactants: example 1 ( b ), C(C)(C)OC1=C(C(=O)O)C=C(C=C1)S(=O)(=O)C (2-Isopropoxy-5-methanesulfonyl-benzoic acid), FC(C=1N=C(SC1)N1CCNCC1)(F)F (1-(4-trifluoromethyl-thiazol-2-yl)-piperazine). The product is C(C)(C)OC1=C(C=C(C=C1)S(=O)(=O)C)C(=O)N1CCN(CC1)C=1SC=C(N1)C(F)(F)F ((2-Isopropoxy-5-methanesulfonyl-phenyl)-[4-(4-trifluoromethyl-thiazol-2-yl)-piperazin-1-yl]-methanone). Yield: 55.0%. Reaction SMILES: [CH:1]([O:4][C:5]1[CH:13]=[CH:12][C:11]([S:14]([CH3:17])(=[O:16])=[O:15])=[CH:10][C:6]=1[C:7]([OH:9])=O)([CH3:3])[CH3:2].[F:18][C:19]([F:32])([F:31])[C:20]1[N:21]=[C:22]([N:25]2[CH2:30][CH2:29][NH:28][CH2:27][CH2:26]2)[S:23][CH:24]=1>>[CH:1]([O:4][C:5]1[CH:13]=[CH:12][C:11]([S:14]([CH3:17])(=[O:16])=[O:15])=[CH:10][C:6]=1[C:7]([N:28]1[CH2:29][CH2:30][N:25]([C:22]2[S:23][CH:24]=[C:20]([C:19]([F:32])([F:18])[F:31])[N:21]=2)[CH2:26][CH2:27]1)=[O:9])([CH3:2])[CH3:3]. Procedure: Prepared in analogy to example 1 (b) from 2-isopropoxy-5-methanesulfonyl-benzoic acid (Example A1) and 1-(4-trifluoromethyl-thiazol-2-yl)-piperazine. The crude material was purified by chromatography (SiO2, ethyl acetate/heptane) followed by trituration in pentane to yield the title compound as a crystalline white solid (yield 55%). MS (m/e): 478.0 (M+H+, 100%).